describe an organic reaction: reactants, conditions, products, and yield From a dataset of the Open Reaction Database (ORD), a public repository of structured organic reaction records. The reactants are CNCC1OC2=C(C1)C=CC=C2C2=C(C=CC=C2)C (N-methyl-1-[7-(2-methylphenyl)-2,3-dihydro-1-benzofuran-2-yl]methanamine), Intermediate 12, C(C)(C)N(CC)C(C)C (diisopropylethylamine), ClC(=O)OCC1=CC=CC=C1 (benzyl chloroformate). Product: CC1=C(C=CC=C1)C1=CC=CC=2CC(OC21)CN(C(OCC2=CC=CC=C2)=O)C ((±)-benzyl {[7-(2-methylphenyl)-2,3-dihydro-1-benzofuran-2-yl]methyl}methylcarbamate). Isolated yield 64.3%. RXN SMILES: [CH3:1][NH:2][CH2:3][CH:4]1[CH2:8][C:7]2[CH:9]=[CH:10][CH:11]=[C:12]([C:13]3[CH:18]=[CH:17][CH:16]=[CH:15][C:14]=3[CH3:19])[C:6]=2[O:5]1.C(N(C(C)C)CC)(C)C.Cl[C:30]([O:32][CH2:33][C:34]1[CH:39]=[CH:38][CH:37]=[CH:36][CH:35]=1)=[O:31]>>[CH3:19][C:14]1[CH:15]=[CH:16][CH:17]=[CH:18][C:13]=1[C:12]1[C:6]2[O:5][CH:4]([CH2:3][N:2]([CH3:1])[C:30](=[O:31])[O:32][CH2:33][C:34]3[CH:39]=[CH:38][CH:37]=[CH:36][CH:35]=3)[CH2:8][C:7]=2[CH:9]=[CH:10][CH:11]=1. Procedure: Treatment of (±)-[(N-methyl-1-[7-(2-methylphenyl)-2,3-dihydro-1-benzofuran-2-yl]methanamine (0.67 g, 32.64 mmol) with diisopropylethylamine (0.512 g, 3.97 mmol) and benzyl chloroformate (0.605 g, 3.17 mmol) generally according to the procedure described for Intermediate 12 provided 0.790 g (77%) of (±)-benzyl {[7-(2-methylphenyl)-2,3-dihydro-1-benzofuran-2-yl]methyl}methylcarbamate as a colorless oil. Starting materials: C(CCCC#C)(=O)O (hex-5-ynoic acid), CCN=C=NCCCN(C)C.Cl (EDC.HCl), COCCNCCOC (bis(2-methoxyethyl)amine). The reagents and catalysts are CN(C)C=1C=CN=CC1 (DMAP). Solvent: C(Cl)Cl (DCM). Product: COCCN(C(CCCC#C)=O)CCOC (N,N-bis(2-Methoxyethyl)hex-5-ynamide), Intermediate B. RXN SMILES: [C:1]([OH:8])(=O)[CH2:2][CH2:3][CH2:4][C:5]#[CH:6].CCN=C=NCCCN(C)C.Cl.[CH3:21][O:22][CH2:23][CH2:24][NH:25][CH2:26][CH2:27][O:28][CH3:29]>CN(C1C=CN=CC=1)C.C(Cl)Cl>[CH3:21][O:22][CH2:23][CH2:24][N:25]([CH2:26][CH2:27][O:28][CH3:29])[C:1](=[O:8])[CH2:2][CH2:3][CH2:4][C:5]#[CH:6] |f:1.2|. Procedure details: To a solution of hex-5-ynoic acid (7.11 g, 63.4 mmol), EDC.HCl (14.0 g, 72.9 mmol) and DMAP (387 mg, 3.17 mmol) in DCM (600 mL) at 0° C. was added bis(2-methoxyethyl)amine (9.3 mL, 63 mmol). The resulting mixture was warmed to RT for 20 hr and was then washed with hydrochloric acid (1 M, 2×500 mL) and water (500 mL). The organic layer was dried and evaporated in vacuo to afford the title compound, Intermediate B, as a yellow oil (16 g, 97%): 1H NMR (400 MHz, CDCl3) δ: 1.88 (3H, m), 2.26 (2H, m),...